From a dataset of the Open Reaction Database (ORD), a public repository of structured organic reaction records. describe an organic reaction: reactants, conditions, products, and yield The reactants are Clc1ccc(Cl)c(C2CCCCC2)c1, O=[N+]([O-])O, O=S(=O)(O)O. Yields the product O=[N+]([O-])c1cc(Cl)c(C2CCCCC2)cc1Cl. Reaction SMILES: [Cl:1][c:2]1[c:3]([CH:9]2[CH2:10][CH2:11][CH2:12][CH2:13][CH2:14]2)[cH:4][c:5]([Cl:8])[cH:6][cH:7]1.[OH:15][N+:16]([O-:17])=[O:18].[S:19](=[O:20])(=[O:21])([OH:22])[OH:23]>>[Cl:1][c:2]1[c:3]([CH:9]2[CH2:10][CH2:11][CH2:12][CH2:13][CH2:14]2)[cH:4][c:5]([Cl:8])[c:6]([N+:16](=[O:15])[O-:17])[cH:7]1.